Dataset: the Open Reaction Database (ORD), a public repository of structured organic reaction records. Task: describe an organic reaction: reactants, conditions, products, and yield Starting materials: BrC=1C=NN(C1)CC=1C=C(C(=O)OC)C=CC1 (methyl 3-((4-bromo-1H-pyrazol-1-yl)methyl)benzoate), BrCC=1C=C(C(=O)OC)C=CC1 (methyl 3-(bromomethyl)benzoate), BrC(C(=O)OCC)C1=CC=CC=C1 (ethyl 2-bromo-2-phenylacetate). Product: BrC=1C=NN(C1)C(C(=O)OCC)C1=CC=CC=C1 (Ethyl 2-(4-bromo-1H-pyrazol-1-yl)-2-phenylacetate). RXN SMILES: [Br:1][C:2]1[CH:3]=[N:4][N:5]([CH2:7][C:8]2[CH:9]=[C:10]([CH:15]=[CH:16][CH:17]=2)C(OC)=O)[CH:6]=1.BrCC1C=C(C=CC=1)C(OC)=O.BrC(C1C=CC=CC=1)[C:32]([O:34][CH2:35][CH3:36])=[O:33]>>[Br:1][C:2]1[CH:3]=[N:4][N:5]([CH:7]([C:8]2[CH:17]=[CH:16][CH:15]=[CH:10][CH:9]=2)[C:32]([O:34][CH2:35][CH3:36])=[O:33])[CH:6]=1. Procedure: The title compound was prepared using a procedure analogous to methyl 3-((4-bromo-1H-pyrazol-1-yl)methyl)benzoate except that methyl 3-(bromomethyl)benzoate was replaced with ethyl 2-bromo-2-phenylacetate. LCMS, [M+H]+=308.9. 1H NMR (400 MHz, CDCl3) δ 7.52 (s, 1H), 7.45-7.36 (m, 6H), 6.14 (s, 1H), 4.34-4.23 (m, 2H), 1.27 (t, J=7.1 Hz, 3H). The reactants are C(=O)(O)CSC1=CC2=C(C(C3=C(OC2)C=CC(=C3)OCC3=NC2=CC(=CC=C2C=C3)Cl)O)C=C1 (8-carboxymethylthio-2-(7-chloroquinolin-2-yl)methoxy-11-hydroxy-6,11-dihydrodibenz[b,e]oxepine), SCCC(=O)O (3-mercaptopropionic acid). Yields the product C(=O)(O)CCSC1C2=C(OCC3=C1C=CC(=C3)SCC(=O)O)C=CC(=C2)OCC2=NC3=CC(=CC=C3C=C2)Cl (11-(2-Carboxyethylthio)-8-carboxymethylthio-2-(7-chloroquinolin-2-yl)methoxy-6,11-dihydrodibenz[b,e]oxepine). As a reaction SMILES: [C:1]([CH2:4][S:5][C:6]1[CH:34]=[CH:33][C:9]2[CH:10](O)[C:11]3[CH:18]=[C:17]([O:19][CH2:20][C:21]4[CH:30]=[CH:29][C:28]5[C:23](=[CH:24][C:25]([Cl:31])=[CH:26][CH:27]=5)[N:22]=4)[CH:16]=[CH:15][C:12]=3[O:13][CH2:14][C:8]=2[CH:7]=1)([OH:3])=[O:2].[SH:35][CH2:36][CH2:37][C:38]([OH:40])=[O:39]>>[C:38]([CH2:37][CH2:36][S:35][CH:10]1[C:9]2[CH:33]=[CH:34][C:6]([S:5][CH2:4][C:1]([OH:3])=[O:2])=[CH:7][C:8]=2[CH2:14][O:13][C:12]2[CH:15]=[CH:16][C:17]([O:19][CH2:20][C:21]3[CH:30]=[CH:29][C:28]4[C:23](=[CH:24][C:25]([Cl:31])=[CH:26][CH:27]=4)[N:22]=3)=[CH:18][C:11]1=2)([OH:40])=[O:39]. Reported procedure: 8-carboxymethylthio-2-(7-chloroquinolin-2-yl)methoxy-11-hydroxy-6,11-dihydrodibenz[b,e]oxepine and 3-mercaptopropionic acid were used and reacted in the same manner as in Example 1 to obtain the title compound.